Dataset: the Open Reaction Database (ORD), a public repository of structured organic reaction records. Task: describe an organic reaction: reactants, conditions, products, and yield The reactants are c1ccc(CC2CO2)cc1, O=C1C(=O)c2ccc(F)cc2C2=C1SCC1(CCNCC1)O2. Product: O=C1C(=O)c2ccc(F)cc2C2=C1SCC1(CCN(CC(O)Cc3ccccc3)CC1)O2. RXN SMILES: [CH2:23]([c:24]1[cH:25][cH:26][cH:27][cH:28][cH:29]1)[CH:30]1[O:31][CH2:32]1.[F:1][c:2]1[cH:3][cH:4][c:5]2[c:19]([cH:20]1)[C:9]1=[C:8]([C:7](=[O:21])[C:6]2=[O:22])[S:13][CH2:12][C:11]2([O:10]1)[CH2:14][CH2:15][NH:16][CH2:17][CH2:18]2>>[F:1][c:2]1[cH:3][cH:4][c:5]2[c:19]([cH:20]1)[C:9]1=[C:8]([C:7](=[O:21])[C:6]2=[O:22])[S:13][CH2:12][C:11]2([O:10]1)[CH2:14][CH2:15][N:16]([CH2:32][CH:30]([CH2:23][c:24]1[cH:25][cH:26][cH:27][cH:28][cH:29]1)[OH:31])[CH2:17][CH2:18]2. Starting materials: ON1N=NC2=C1C=CC=C2 (1-hydroxy-1H-benzotriazole), CN1CCOCC1 (4-methylmorpholine), C(C)(=O)C(C(=O)O)CCCC (2-Acetylhexanoic acid), C(C)(=O)C(C(=O)O)CCCC (2-acetylhexanoic acid), NC(C)C=1C(NC(=NN1)CC1=CC=C(C=C1)C)=O (6-(1-Aminoethyl)-3-(4-methylbenzyl)-1,2,4-triazin-5(4H)-one), Cl.CN(CCCN=C=NCC)C (N′-(3-dimethylaminopropyl)-N-ethylcarbodiimide hydrochloride). Run at temperature -20 celsius, time 30 minute. Product: C(C)(=O)C(C(=O)NC(C)C=1C(NC(=NN1)CC1=CC=C(C=C1)C)=O)CCCC (2-Acetyl-N-{1-[3-(4-methylbenzyl)-5-oxo-4,5-dihydro-1,2,4-triazin-6-yl]ethyl}hexanamide). As a reaction SMILES: ON1C2C=CC=CC=2N=N1.CN1CCOCC1.Cl.CN(C)CCCN=C=NCC.[NH2:30][CH:31]([C:33]1[C:34](=[O:47])[NH:35][C:36]([CH2:39][C:40]2[CH:45]=[CH:44][C:43]([CH3:46])=[CH:42][CH:41]=2)=[N:37][N:38]=1)[CH3:32].[C:48]([CH:51]([CH2:55][CH2:56][CH2:57][CH3:58])[C:52](O)=[O:53])(=[O:50])[CH3:49]>>[C:48]([CH:51]([CH2:55][CH2:56][CH2:57][CH3:58])[C:52]([NH:30][CH:31]([C:33]1[C:34](=[O:47])[NH:35][C:36]([CH2:39][C:40]2[CH:45]=[CH:44][C:43]([CH3:46])=[CH:42][CH:41]=2)=[N:37][N:38]=1)[CH3:32])=[O:53])(=[O:50])[CH3:49] |f:2.3|. Procedure: The amount of 2-acetylhexanoic acid in dichloromethane from Example 15A is treated with 2.3 g (17.0 mmol) of 1-hydroxy-1H-benzotriazole and 3.44 g (34 mmol) of 4-methylmorpholine and cooled to −20° C. After addition of 3.26 g (17.0 mmol) of N′-(3-dimethylaminopropyl)-N-ethylcarbodiimide hydrochloride, the mixture is stirred for 30 min. The cooling bath is removed in the course of this. 1.60 g (6.55 mmol) of 6-(1-aminoethyl)-3-(4-methylbenzyl)-1,2,4-triazin-5(4H)-one (Example 8A) are then added a... Reaction SMILES: [CH3:1][C:2]1[CH:7]=[CH:6][C:5](B(O)O)=[CH:4][CH:3]=1.Br[C:12]1[C:17]([CH3:18])=[CH:16][CH:15]=[CH:14][N:13]=1>>[CH3:1][C:2]1[CH:7]=[CH:6][C:5]([C:12]2[C:17]([CH3:18])=[CH:16][CH:15]=[CH:14][N:13]=2)=[CH:4][CH:3]=1. Isolated yield 75.4%. Reactants: CC1=CC=C(C=C1)B(O)O (4-methylphenylboronic acid), BrC1=NC=CC=C1C (2-bromo-3-methylpyridine). Procedure details: 4-methylphenylboronic acid (20.0 g, 0.147 mol) was reacted with 2-bromo-3-methylpyridine (21.1 g, 0.123 mol) under standard Suzuki coupling condition. A small amount of unreacted 2-bromo-3-methylpyridine was removed via vacuum distillation. Purification via flash silica gel chromatography with a 1/99 to 7.5/92.5 EtOAc/hexane solvent gradient yielded 17.0 g of 2-(4-methylphenyl)-3-methylpyridine as a colorless liquid. Yields the product CC1=CC=C(C=C1)C1=NC=CC=C1C (2-(4-methylphenyl)-3-methylpyridine). Reactants: ClC=1C=C(C=CC1Cl)C(CC=O)C1N(C(C2=CC(=CC=C12)OC(C)C)=O)C (3-(3,4-Dichlorophenyl)-3-(5-isopropoxy-2-methyl-3-oxo-2,3-dihydro-1H-isoindol-1-yl)propionaldehyde), O=C1N(CCCN1)C1CCNCC1 (4-(2-oxoperhydropyrimidine-1-yl)piperidine). Product: Cl.ClC=1C=C(C=CC1Cl)C(CCN1CCC(CC1)N1C(NCCC1)=O)C1N(C(C2=CC(=CC=C12)OC(C)C)=O)C (3-[1-(3,4-Dichlorophenyl)-3-(4-(2-oxoperhydropyrimidine-1-yl)piperidino)propyl]-6-isopropoxy-2-methyl-2,3-dihydroisoindol-1-one hydrochloride). Isolated yield 111.0%. RXN SMILES: [Cl:1][C:2]1[CH:3]=[C:4]([CH:9]([CH:13]2[C:21]3[C:16](=[CH:17][C:18]([O:22][CH:23]([CH3:25])[CH3:24])=[CH:19][CH:20]=3)[C:15](=[O:26])[N:14]2[CH3:27])[CH2:10][CH:11]=O)[CH:5]=[CH:6][C:7]=1[Cl:8].[O:28]=[C:29]1[NH:34][CH2:33][CH2:32][CH2:31][N:30]1[CH:35]1[CH2:40][CH2:39][NH:38][CH2:37][CH2:36]1>>[ClH:1].[Cl:1][C:2]1[CH:3]=[C:4]([CH:9]([CH:13]2[C:21]3[C:16](=[CH:17][C:18]([O:22][CH:23]([CH3:24])[CH3:25])=[CH:19][CH:20]=3)[C:15](=[O:26])[N:14]2[CH3:27])[CH2:10][CH2:11][N:38]2[CH2:39][CH2:40][CH:35]([N:30]3[CH2:31][CH2:32][CH2:33][NH:34][C:29]3=[O:28])[CH2:36][CH2:37]2)[CH:5]=[CH:6][C:7]=1[Cl:8] |f:2.3|. Reported procedure: 3-(3,4-Dichlorophenyl)-3-(5-isopropoxy-2-methyl-3-oxo-2,3-dihydro-1H-isoindol-1-yl)propionaldehyde (0.3 g) was coupled to 4-(2-oxoperhydropyrimidine-1-yl)piperidine (0.135 g) by a method similar to that described in Example 8. The reaction product was not purified by chromatography but converted to the corresponding hydrochloride salt as described in the Example 8 to afford the title compound (0.25 g); mp 192°-200° C.; MS: m/z=573(M+1); NMR(CD3SOCD3): 1.24 (d,6, J=5.9), 1.77 (broad,2), 2.19 (m,2... Reactants: ClCC(=O)OC1=CC=2C3=C(N(C2C=C1)C)C(CC3)=O (7-Chloroacetyloxy-1,4-dihydro-4-methylcyclopent[b]indol- 3(2H)-one), [OH-].[Na+] (NaOH). Run in CCO (EtOH). Reaction conditions: time 3 hour. Yields the product OC1=CC=2C3=C(N(C2C=C1)C)C(CC3)=O (1,4-dihydro-7-hydroxy-4-methylcyclopent[b]indol-3(2H)-one). As a reaction SMILES: ClCC([O:5][C:6]1[CH:14]=[CH:13][C:12]2[N:11]([CH3:15])[C:10]3[C:16](=[O:19])[CH2:17][CH2:18][C:9]=3[C:8]=2[CH:7]=1)=O.[OH-].[Na+]>CCO>[OH:5][C:6]1[CH:14]=[CH:13][C:12]2[N:11]([CH3:15])[C:10]3[C:16](=[O:19])[CH2:17][CH2:18][C:9]=3[C:8]=2[CH:7]=1 |f:1.2|. Procedure details: 7-Chloroacetyloxy-1,4-dihydro-4-methylcyclopent[b]indol- 3(2H)-one (5.0 g) was suspended in EtOH (100 ml), and thereafter 10% NaOH solution (50 ml) was added and the mixture was stirred at room temperature for 3 hours. The mixture was concentrated in vacuo, CH2Cl2 (100 ml) was added followed by 10% HCl until the aqueous layer was neutralized. The layers were separated and the aqueous phase extracted with CH2Cl2 (2×100 ml). The organic portion was dried (Na2SO4) and concentrated and the residue w... Starting materials: C1(CCCCC1)N=C=NC1CCCCC1 (dicylohexylcarbodiimide), NCC(=O)NC1=CC=NC=C1 (4-(glycylamino)pyridine), ice water, O=C1N(CCC1)CC(=O)O ((2-oxo-1-pyrrolidinyl)acetic acid). The solvent is CN(C=O)C (dimethylformamide), CN(C=O)C (dimethylformamide), CN(C=O)C (dimethylformamide). Reaction conditions: temperature 0 celsius, time 5 minute. Yields the product O=C1N(CCC1)CC(=O)NCC(=O)NC1=CC=NC=C1 (4-{N-[(2-oxo-1-pyrrolidinyl)acetyl]-glycylamino}pyridine). As a reaction SMILES: [O:1]=[C:2]1[CH2:6][CH2:5][CH2:4][N:3]1[CH2:7][C:8]([OH:10])=O.C1(N=C=NC2CCCCC2)CCCCC1.[NH2:26][CH2:27][C:28]([NH:30][C:31]1[CH:36]=[CH:35][N:34]=[CH:33][CH:32]=1)=[O:29]>CN(C)C=O>[O:1]=[C:2]1[CH2:6][CH2:5][CH2:4][N:3]1[CH2:7][C:8]([NH:26][CH2:27][C:28]([NH:30][C:31]1[CH:32]=[CH:33][N:34]=[CH:35][CH:36]=1)=[O:29])=[O:10]. Reported procedure: 40.9 g of (2-oxo-1-pyrrolidinyl)acetic acid was dissolved in 300 ml of dimethylformamide and the solution was cooled to 0° C. Then, a solution of 78.7 g of dicylohexylcarbodiimide dissolved in 80 ml of dimethylformamide was added thereto while maintaining the temperature at -2° C. to +1° C. After stirring for 5 minutes, 28.8 g of 4-(glycylamino)pyridine dissolved in 50 ml of dimethylformamide was added while maintaining the temperature at 0° to 3° C. and then the reaction liquid was allowed to s... Starting materials: C(C)(=O)C1=C(C=C2C(CCC(C2=C1)(C)C)(C)C)C (7-acetyl-1,1,4,4,6-pentamethyltetralin), CN(C=O)C (dimethylformamide), C(C1=CC=CC=C1)P(OCC)(OCC)=O (diethyl benzylphosphonate), [H-].[Na+] (NaH), CN(C=O)C (dimethylformamide), CN(C=O)C (dimethylformamide). Reaction conditions: time 8 hour. Yields the product CC1(CCC(C2=CC(=C(C=C12)C)\C(=C\C1=CC=CC=C1)\C)(C)C)C (1,2,3,4-tetrahydro-1,1,4,4,7-pentamethyl-6-[(E)-αmethylstyryl]naphthalene). RXN SMILES: C(P(=O)(OCC)OCC)[C:2]1[CH:7]=[CH:6][CH:5]=[CH:4][CH:3]=1.[H-].[Na+].[C:18]([C:21]1[CH:30]=[C:29]2[C:24]([C:25]([CH3:34])([CH3:33])[CH2:26][CH2:27][C:28]2([CH3:32])[CH3:31])=[CH:23][C:22]=1[CH3:35])(=O)[CH3:19].[CH3:36]N(C)C=O>>[CH3:33][C:25]1([CH3:34])[C:24]2[C:29](=[CH:30][C:21](/[C:18](/[CH3:36])=[CH:19]/[C:2]3[CH:7]=[CH:6][CH:5]=[CH:4][CH:3]=3)=[C:22]([CH3:35])[CH:23]=2)[C:28]([CH3:32])([CH3:31])[CH2:27][CH2:26]1 |f:1.2|. Procedure: A solution of diethyl benzylphosphonate in 30 ml of dimethylformamide is added at room temperature to a suspension of 3.7 g of NaH (50% in mineral oil) in 50 ml of dimethylformamide. After stirring at room temperature for 15 minutes a solution of 12.6 g of 7-acetyl-1,1,4,4,6-pentamethyltetralin in 60 ml of dimethylformamide is added dropwise thereto in the course of 2 hours. The reaction mixture is stirred at room temperature overnight and subsequently heated to 60° for a further 1 hour. After c... The reactants are Brc1cccc2cc[nH]c12, CC(C)(C)OC(=O)N1CCNCC1, ClCCl, O=C(O)C(F)(F)F, c1ccc2[nH]ccc2c1. Product: c1cc(N2CCNCC2)c2[nH]ccc2c1. Reaction SMILES: [Br:10][c:11]1[cH:12][cH:13][cH:14][c:15]2[c:16]1[nH:17][cH:18][cH:19]2.[C:20]([O:21][C:22]([CH3:23])([CH3:24])[CH3:25])(=[O:26])[N:27]1[CH2:28][CH2:29][NH:30][CH2:31][CH2:32]1.[Cl:40][CH2:41][Cl:42].[F:33][C:34]([F:35])([F:36])[C:37]([OH:38])=[O:39].[nH:1]1[cH:2][cH:3][c:4]2[cH:5][cH:6][cH:7][cH:8][c:9]12>>[nH:1]1[cH:2][cH:3][c:4]2[cH:5][cH:6][cH:7][c:8]([N:27]3[CH2:28][CH2:29][NH:30][CH2:31][CH2:32]3)[c:9]12. Starting materials: CCOC(=O)CCCCBr, C1CCOC1, CC1CCc2ccccc2C1=O, [H-], [Na+], O. The product is CCOC(=O)CCCCC1(C)CCc2ccccc2C1=O. RXN SMILES: [CH2:15]([CH3:16])[O:17][C:18]([CH2:19][CH2:20][CH2:21][CH2:22][Br:23])=[O:24].[CH2:26]1[O:27][CH2:28][CH2:29][CH2:30]1.[CH3:3][CH:4]1[C:5](=[O:14])[c:6]2[cH:7][cH:8][cH:9][cH:10][c:11]2[CH2:12][CH2:13]1.[H-:2].[Na+:1].[OH2:25]>>[CH3:3][C:4]1([CH2:22][CH2:21][CH2:20][CH2:19][C:18]([O:17][CH2:15][CH3:16])=[O:24])[C:5](=[O:14])[c:6]2[cH:7][cH:8][cH:9][cH:10][c:11]2[CH2:12][CH2:13]1. Starting materials: BrC1=NC=CC(=C1)C1CC(=NN1C1=C(C=C(C=C1)F)F)C(C(F)(F)F)(F)F (5-(2-Bromo-pyridin-4-yl)-1-(2,4-difluoro-phenyl)-3-pentafluoroethyl-4,5-dihydro-1H-pyrazole), C(=O)(OC(C)(C)C)N1CCNCC1 (1-BOC-piperazine), C=1C=CC(=CC1)P(C=2C=CC=CC2)C3=CC=C4C=CC=CC4=C3C5=C6C=CC=CC6=CC=C5P(C=7C=CC=CC7)C=8C=CC=CC8 (BINAP), CC(C)([O-])C.[Na+] (sodium t-butoxide). Reagents/catalysts: C=1C=CC(=CC1)/C=C/C(=O)/C=C/C2=CC=CC=C2.C=1C=CC(=CC1)/C=C/C(=O)/C=C/C2=CC=CC=C2.C=1C=CC(=CC1)/C=C/C(=O)/C=C/C2=CC=CC=C2.[Pd].[Pd] (Pd2(dba)3). Run in C1(=CC=CC=C1)C (toluene). Conditions: temperature 100 celsius, time 12 hour. Yields the product C(=O)(OC(C)(C)C)N1CCN(CC1)C1=NC=CC(=C1)C1CC(=NN1C1=C(C=C(C=C1)F)F)C(C(F)(F)F)(F)F (5-[2-(4-BOC-piperazin-1-yl)-pyridin-4-yl]-1-(2,4-difluoro-phenyl)-3-pentafluoroethyl-4,5-dihydro-1H-pyrazole). Yield: 86.3%. Reaction SMILES: Br[C:2]1[CH:7]=[C:6]([CH:8]2[N:12]([C:13]3[CH:18]=[CH:17][C:16]([F:19])=[CH:15][C:14]=3[F:20])[N:11]=[C:10]([C:21]([F:27])([F:26])[C:22]([F:25])([F:24])[F:23])[CH2:9]2)[CH:5]=[CH:4][N:3]=1.[C:28]([N:35]1[CH2:40][CH2:39][NH:38][CH2:37][CH2:36]1)([O:30][C:31]([CH3:34])([CH3:33])[CH3:32])=[O:29].C1C=CC(P(C2C(C3C(P(C4C=CC=CC=4)C4C=CC=CC=4)=CC=C4C=3C=CC=C4)=C3C(C=CC=C3)=CC=2)C2C=CC=CC=2)=CC=1.CC(C)([O-])C.[Na+]>C1C=CC(/C=C/C(/C=C/C2C=CC=CC=2)=O)=CC=1.C1C=CC(/C=C/C(/C=C/C2C=CC=CC=2)=O)=CC=1.C1C=CC(/C=C/C(/C=C/C2C=CC=CC=2)=O)=CC=1.[Pd].[Pd].C1(C)C=CC=CC=1>[C:28]([N:35]1[CH2:36][CH2:37][N:38]([C:2]2[CH:7]=[C:6]([CH:8]3[N:12]([C:13]4[CH:18]=[CH:17][C:16]([F:19])=[CH:15][C:14]=4[F:20])[N:11]=[C:10]([C:21]([F:27])([F:26])[C:22]([F:25])([F:23])[F:24])[CH2:9]3)[CH:5]=[CH:4][N:3]=2)[CH2:39][CH2:40]1)([O:30][C:31]([CH3:34])([CH3:33])[CH3:32])=[O:29] |f:3.4,5.6.7.8.9|. Procedure details: 5-(2-Bromo-pyridin-4-yl)-1-(2,4-difluoro-phenyl)-3-pentafluoroethyl-4,5-dihydro-1H-pyrazole (300.0 mg, 0.66 mmol) prepared in Step 4 of Preparation 12, 1-BOC-piperazine (184.0 mg, 0.99 mmol), Pd2(dba)3 (30.2 mg, cat.), BINAP (41.1 mg, cat.) and sodium t-butoxide (114.0 mg, 1.19 mmol) were added to toluene (10.0 mL). The reaction mixture was stirred at 100° C. for 12 hours and then filtered through celite pad. A saturated solution of ammonium chloride was added to the filtrate, which was then ext...